The task is: describe an organic reaction: reactants, conditions, products, and yield. This data is from the Open Reaction Database (ORD), a public repository of structured organic reaction records. Reactants: NC1=NC(=C(C(=N1)SCC(=O)NC1=C(C=CC(=C1)C(F)(F)F)N)C#N)SC (2-(2-amino-5-cyano-6-methylsulfanyl-pyrimidin-4-ylsulfanyl)-N-(2-amino-5-trifluoromethyl-phenyl)-acetamide). Run in CC(=O)O (AcOH). Conditions: temperature 120 celsius, time 1 hour. The product is NC1=NC(=C(C(=N1)SC)C#N)SCC1=NC2=C(N1)C=C(C=C2)C(F)(F)F (2-amino-4-methylsulfanyl-6-(6-trifluoromethyl-1H-benzoimidazol-2-ylmethylsulfanyl)-pyrimidine-5-carbonitrile). Isolated yield 94.0%. As a reaction SMILES: [NH2:1][C:2]1[N:7]=[C:6]([S:8][CH2:9][C:10]([NH:12][C:13]2[CH:18]=[C:17]([C:19]([F:22])([F:21])[F:20])[CH:16]=[CH:15][C:14]=2[NH2:23])=O)[C:5]([C:24]#[N:25])=[C:4]([S:26][CH3:27])[N:3]=1>CC(O)=O>[NH2:1][C:2]1[N:3]=[C:4]([S:26][CH3:27])[C:5]([C:24]#[N:25])=[C:6]([S:8][CH2:9][C:10]2[NH:12][C:13]3[CH:18]=[C:17]([C:19]([F:22])([F:21])[F:20])[CH:16]=[CH:15][C:14]=3[N:23]=2)[N:7]=1. Reported procedure: To a 10 mL recovery flask was added 2-(2-amino-5-cyano-6-methylsulfanyl-pyrimidin-4-ylsulfanyl)-N-(2-amino-5-trifluoromethyl-phenyl)-acetamide (and regioisomer) (10 mg, 0.0241 mmol) and AcOH (2 mL). The solution was stirred at 120° C. for 1 h. The reaction mixture was concentrated. The resulting film was resuspended in 1:1 CH3CN/H2O and lyophilized to give 2-amino-4-methylsulfanyl-6-(6-trifluoromethyl-1H-benzoimidazol-2-ylmethylsulfanyl)-pyrimidine-5-carbonitrile as a tan powder (9 mg, 94%). LC/...